Dataset: the Open Reaction Database (ORD), a public repository of structured organic reaction records. Task: describe an organic reaction: reactants, conditions, products, and yield Reactants: O=C([O-])[O-], Clc1nc2nccnc2s1, [Cs+], [Cs+], [Na], Oc1ccc2c(CN3CCOCC3)c[nH]c2c1, CN(C)C=O. Product: c1cnc2sc(Oc3ccc4c(CN5CCOCC5)c[nH]c4c3)nc2n1. RXN SMILES: [C:29](=[O:30])([O-:31])[O-:32].[Cl:19][c:20]1[s:21][c:22]2[c:23]([n:24][cH:25][cH:26][n:27]2)[n:28]1.[Cs+:33].[Cs+:34].[Na:1].[O:2]1[CH2:3][CH2:4][N:5]([CH2:8][c:9]2[cH:10][nH:11][c:12]3[cH:13][c:14]([OH:18])[cH:15][cH:16][c:17]23)[CH2:6][CH2:7]1.[O:35]=[CH:36][N:37]([CH3:38])[CH3:39]>>[O:2]1[CH2:3][CH2:4][N:5]([CH2:8][c:9]2[cH:10][nH:11][c:12]3[cH:13][c:14]([O:18][c:20]4[s:21][c:22]5[c:23]([n:24][cH:25][cH:26][n:27]5)[n:28]4)[cH:15][cH:16][c:17]23)[CH2:6][CH2:7]1. The reactants are C(CC)NC1=NC(=NN1)N (N5-Propyl-1H-[1,2,4]triazole-3,5-diamine), C1(=CC=CC=C1)C (toluene), C(C1=CC=CC=C1)=O (benzaldehyde), C(C)(=O)O (acetic acid). The solvent is O (water). The product is C(C1=CC=CC=C1)=NC1=NNC(=N1)NCCC (N3-Benzylidene-N5-propyl-1H-[1,2,4]triazole-3,5-diamine). Reaction SMILES: [CH2:1]([NH:4][C:5]1[NH:9][N:8]=[C:7]([NH2:10])[N:6]=1)[CH2:2][CH3:3].[C:11]1([CH3:17])[CH:16]=[CH:15][CH:14]=[CH:13][CH:12]=1.C(=O)C1C=CC=CC=1.C(O)(=O)C>O>[CH:17](=[N:10][C:7]1[N:6]=[C:5]([NH:4][CH2:1][CH2:2][CH3:3])[NH:9][N:8]=1)[C:11]1[CH:16]=[CH:15][CH:14]=[CH:13][CH:12]=1. Reported procedure: A 5-liter flask equipped with a reflux condenser, thermometer, and mechanical stirrer was charged with 251.8 g (1.75 mole) of N5-Propyl-1H-[1,2,4]triazole-3,5-diamine, 1.75 liter of toluene, 203.4 g (1.92 mole) of benzaldehyde and 5.2 g (0.087 mole) of acetic acid and then heated to reflux for 1˜3 hours. During the reaction, water was formed as by-product and removed azeotropically. After checking the end of the reaction by LC (peak area of N5-Propyl-1H-[1,2,4]triazole-3,5-diamine is less than 1...